From a dataset of the Open Reaction Database (ORD), a public repository of structured organic reaction records. describe an organic reaction: reactants, conditions, products, and yield Starting materials: BrCCC1=C(C=C(C=C1Cl)Cl)OC1=C(C(=CC(=C1)Cl)Cl)CCBr (2-bromoethyl-3,5-dichlorophenyl ether), C1(C=2C(C(N1)=O)=CC=CC2)=O.[K] (potassium phthalimide). Solvent: CN(C=O)C (dimethylformamide). Reaction conditions: temperature 85 celsius, time 8 hour. The product is ClC=1C=C(OCCN2C(C3=CC=CC=C3C2=O)=O)C=C(C1)Cl (2-[2-(3,5-Dichlorophenoxy)ethyl]-1H-isoindole-1,3(2H)-dione). Reaction SMILES: BrCCC1C(Cl)=CC(Cl)=[CH:6][C:5]=1[O:12][C:13]1[CH:18]=[C:17]([Cl:19])[CH:16]=[C:15]([Cl:20])[C:14]=1CCBr.[C:24]1(=[O:34])[NH:28][C:27](=[O:29])[C:26]2=[CH:30][CH:31]=[CH:32][CH:33]=[C:25]12.[K]>CN(C)C=O>[Cl:19][C:17]1[CH:18]=[C:13]([CH:14]=[C:15]([Cl:20])[CH:16]=1)[O:12][CH2:5][CH2:6][N:28]1[C:24](=[O:34])[C:25]2[C:26](=[CH:30][CH:31]=[CH:32][CH:33]=2)[C:27]1=[O:29] |f:1.2,^1:34|. Procedure details: A mixture of 101.88 g (0.38 mole) of 2-bromoethyl-3,5-dichlorophenyl ether and 70.3 g (0.38 mole) of potassium phthalimide in 800 ml of dimethylformamide was stirred overnight at 85° C. The reaction mixture was filtered and dimethylformamide removed from the filtrate in a rotary evaporator to yield a white solid. The solid was triturated with diethyl ether and the mixture filtered. The solid was dried in vacuo. Recrystallized from methylene chloride-hexane, the product melted at 133+-136° C. Yie... Starting materials: BrCC(=O)OCC (ethyl bromo-acetate), COC1=C(C=CC(=C1)Br)O (2-methoxy-4-bromophenol). The product is BrC1=CC(=C(OCC(=O)OCC)C=C1)OC (ethyl 2-(4-bromo-2-methoxy-phenoxy)-acetate). Reaction SMILES: Br[CH2:2][C:3]([O:5][CH2:6][CH3:7])=[O:4].[CH3:8][O:9][C:10]1[CH:15]=[C:14]([Br:16])[CH:13]=[CH:12][C:11]=1[OH:17]>>[Br:16][C:14]1[CH:13]=[CH:12][C:11]([O:17][CH2:2][C:3]([O:5][CH2:6][CH3:7])=[O:4])=[C:10]([O:9][CH3:8])[CH:15]=1. Reported procedure: Prepared analogously to Intermediate product Z2a from ethyl bromo-acetate and 2-methoxy-4-bromophenol.